Dataset: the Open Reaction Database (ORD), a public repository of structured organic reaction records. Task: describe an organic reaction: reactants, conditions, products, and yield The reactants are Cl.C(C)O (ethanol hydrochloride), C(C)(C)(C)OC(=O)N1CCN(CC1)C(=O)C1=CC=C(C=C1)C1=[N+](C=CC=C1)[O-] (2-[4-[[4-(tert-butoxycarbonyl)piperazin-1-yl]carbonyl]phenyl]pyridine N-oxide), CC(=O)C (Acetone). Solvent: ClCCl (dichloromethane). Reaction conditions: time 1 hour. Product: N1(CCNCC1)C(=O)C1=CC=C(C=C1)C1=[N+](C=CC=C1)[O-] (2-[4-[(1-Piperazinyl)carbonyl]phenyl]pyridine N-oxide). Reaction SMILES: Cl.C(O)C.CC(C)=O.C(OC([N:16]1[CH2:21][CH2:20][N:19]([C:22]([C:24]2[CH:29]=[CH:28][C:27]([C:30]3[CH:35]=[CH:34][CH:33]=[CH:32][N+:31]=3[O-:36])=[CH:26][CH:25]=2)=[O:23])[CH2:18][CH2:17]1)=O)(C)(C)C>ClCCl>[N:19]1([C:22]([C:24]2[CH:29]=[CH:28][C:27]([C:30]3[CH:35]=[CH:34][CH:33]=[CH:32][N+:31]=3[O-:36])=[CH:26][CH:25]=2)=[O:23])[CH2:20][CH2:21][NH:16][CH2:17][CH2:18]1 |f:0.1|. Reported procedure: In dichloromethane (2.5 ml), 2-[4-[[4-(tert-butoxycarbonyl)piperazin-1-yl]carbonyl]phenyl]pyridine N-oxide was dissolved. To the resulting solution, a saturated solution of ethanol hydrochloride (2.5 ml) was added, followed by stirring at room temperature for 1 hour. After the solvent was distilled off under reduced pressure, water was added to the residue, whereby an aqueous solution was obtained. Acetone was added to the aqueous solution until the solution became turbid. The precipitate was co... Reactants: COc1cc(OC)c(F)c(-c2ccc(Br)c3nccnc23)c1F, CN1CCCC1=O, N#C[Cu], NCCN. Yields the product COc1cc(OC)c(F)c(-c2ccc(C#N)c3nccnc23)c1F. Reaction SMILES: [Br:1][c:2]1[c:3]2[n:4][cH:5][cH:6][n:7][c:8]2[c:9](-[c:12]2[c:13]([F:23])[c:14]([O:21][CH3:22])[cH:15][c:16]([O:19][CH3:20])[c:17]2[F:18])[cH:10][cH:11]1.[CH3:27][N:28]1[CH2:29][CH2:30][CH2:31][C:32]1=[O:33].[Cu:24][C:25]#[N:26].[NH2:34][CH2:35][CH2:36][NH2:37]>>[c:2]1([C:25]#[N:26])[c:3]2[n:4][cH:5][cH:6][n:7][c:8]2[c:9](-[c:12]2[c:13]([F:23])[c:14]([O:21][CH3:22])[cH:15][c:16]([O:19][CH3:20])[c:17]2[F:18])[cH:10][cH:11]1. Reactants: CC(C)(C)OC(=O)N1CCC(CN)CC1, CC(=O)O[BH-](OC(C)=O)OC(C)=O, COc1ccc2c(c1)CC(=O)CC2, CC(Cl)Cl, [Na+]. Yields the product COc1ccc2c(c1)CC(NCC1CCN(C(=O)OC(C)(C)C)CC1)CC2. RXN SMILES: [C:14]([CH3:15])([CH3:16])([CH3:17])[O:18][C:19](=[O:20])[N:21]1[CH2:22][CH2:23][CH:24]([CH2:27][NH2:28])[CH2:25][CH2:26]1.[C:29]([O:30][BH-:31]([O:32][C:33](=[O:34])[CH3:35])[O:36][C:37](=[O:38])[CH3:39])(=[O:40])[CH3:41].[CH3:1][O:2][c:3]1[cH:4][cH:5][c:6]2[c:11]([cH:12]1)[CH2:10][C:9](=[O:13])[CH2:8][CH2:7]2.[Cl:43][CH:44]([Cl:45])[CH3:46].[Na+:42]>>[CH3:1][O:2][c:3]1[cH:4][cH:5][c:6]2[c:11]([cH:12]1)[CH2:10][CH:9]([NH:28][CH2:27][CH:24]1[CH2:23][CH2:22][N:21]([C:19]([O:18][C:14]([CH3:15])([CH3:16])[CH3:17])=[O:20])[CH2:26][CH2:25]1)[CH2:8][CH2:7]2. Reactants: Cc1nc2nc(Cl)c(-c3ccccc3)c(Cl)n2n1, ClCCl, N, [Zn]. Yields the product Cc1nc2nc(Cl)c(-c3ccccc3)cn2n1. Reaction SMILES: [Cl:1][c:2]1[n:3][c:4]2[n:5]([c:6]([Cl:14])[c:7]1-[c:8]1[cH:9][cH:10][cH:11][cH:12][cH:13]1)[n:15][c:16]([CH3:18])[n:17]2.[Cl:20][CH2:21][Cl:22].[NH3:19].[Zn:23]>>[Cl:1][c:2]1[n:3][c:4]2[n:5]([cH:6][c:7]1-[c:8]1[cH:9][cH:10][cH:11][cH:12][cH:13]1)[n:15][c:16]([CH3:18])[n:17]2. Reactants: CCOCCN, CCOC(=O)c1c(NC(=O)C2C(C)(C)C2(C)C)sc2c1CCCC2. The product is CCOCCNC(=O)c1c(NC(=O)C2C(C)(C)C2(C)C)sc2c1CCCC2. As a reaction SMILES: [CH2:25]([CH3:26])[O:27][CH2:28][CH2:29][NH2:30].[CH3:1][C:2]1([CH3:24])[CH:3]([C:7](=[O:8])[NH:9][c:10]2[s:11][c:12]3[c:13]([c:14]2[C:15](=[O:16])[O:17][CH2:18][CH3:19])[CH2:20][CH2:21][CH2:22][CH2:23]3)[C:4]1([CH3:5])[CH3:6]>>[CH3:1][C:2]1([CH3:24])[CH:3]([C:7](=[O:8])[NH:9][c:10]2[s:11][c:12]3[c:13]([c:14]2[C:15](=[O:16])[NH:30][CH2:29][CH2:28][O:27][CH2:25][CH3:26])[CH2:20][CH2:21][CH2:22][CH2:23]3)[C:4]1([CH3:5])[CH3:6]. Reactants: C(C)(=O)OCC1=NN2C(N=C(C=C2Cl)C(=O)OC)=N1 (Methyl 2-(acetoxymethyl)-7-chloro-s-triazolo[1,5-a]pyrimidine-5-carboxylate), O.S.[Na] (sodium hydrogen sulphide hydrate). The solvent is CO (methanol). Run at temperature 60 celsius, time 4 hour. The product is C(C)(=O)OCC1=NN2C(N=C(C=C2S)C(=O)OC)=N1 (methyl 2-(acetoxymethyl)-7-mercapto-s-triazolo[1,5-a]pyrimidine-5-carboxylate). Isolated yield 98.1%. As a reaction SMILES: [C:1]([O:4][CH2:5][C:6]1[N:19]=[C:9]2[N:10]=[C:11]([C:15]([O:17][CH3:18])=[O:16])[CH:12]=[C:13](Cl)[N:8]2[N:7]=1)(=[O:3])[CH3:2].O.[SH2:21].[Na]>CO>[C:1]([O:4][CH2:5][C:6]1[N:19]=[C:9]2[N:10]=[C:11]([C:15]([O:17][CH3:18])=[O:16])[CH:12]=[C:13]([SH:21])[N:8]2[N:7]=1)(=[O:3])[CH3:2] |f:1.2.3,^1:21|. Reported procedure: Methyl 2-(acetoxymethyl)-7-chloro-s-triazolo[1,5-a]pyrimidine-5-carboxylate (370 mg) (1.3 mmol) are dissolved in 10 ml of methanol. After the addition of 289 mg (3.9 mmol) of sodium hydrogen sulphide hydrate the mixture is stirred at 60° C. for 4 hours. The yellow solution is concentrated in a vacuum. The residue is dissolved in water and the product is precipitated at pH 3 with 3N aqueous hydrochloric acid. The precipitate is filtered off under suction and crystallized from methanol. There are ... Starting materials: O=C1C=2C=CNC2CCC1 (4-oxo-4,5,6,7-tetrahydroindole), [H-].[Al+3].[Li+].[H-].[H-].[H-] (lithium aluminum hydride). Run in C1CCOC1 (THF). Run at temperature 77.5 celsius, time 30 minute. Product: N1CCC2CC=CC=C12 (tetrahydroindole). The yield is 83.0%. As a reaction SMILES: O=[C:2]1[CH2:10][CH2:9][CH2:8][C:7]2[NH:6][CH:5]=[CH:4][C:3]1=2.[H-].[Al+3].[Li+].[H-].[H-].[H-]>C1COCC1>[NH:6]1[C:7]2[CH:3]([CH2:2][CH:10]=[CH:9][CH:8]=2)[CH2:4][CH2:5]1 |f:1.2.3.4.5.6|. Procedure details: 4-oxo-4,5,6,7-tetrahydroindole 5.15 g (38.1 mmol) was gradually added to a stirred slurry of lithium aluminum hydride 4.0 g in anhydrous THF 0.45 L with cooling on ambient water bath, portion-wise, over 30 min period. The mixture was then placed on oil bath and refluxed under Ar on a 75-80° C. oil bath for 26 hours. The reaction mixture was cooled on ambient water bath, quenched by sequential addition of ethyl acetate 4 mL followed by dropwise water addition, 4 mL (very slowly, gas evolution), f...